From a dataset of the Open Reaction Database (ORD), a public repository of structured organic reaction records. describe an organic reaction: reactants, conditions, products, and yield The reactants are C(C)(=O)O (acetic acid), C1NCCC2=CC=CC=C12 (1,2,3,4-tetrahydroisoquinoline), C(=O)(N1C=NC=C1)N1C=NC=C1 (1,1'-carbonyldiimidazole). Run in C(C)(=O)OCC (ethyl acetate), C(C)(=O)OCC (ethyl acetate). Reaction conditions: time 8 hour. Yields the product C1N(CCC2=CC=CC=C12)C(=O)OC=1C=C2[C@]3([C@@H](N(C2=CC1)C)N(CC3)C)C ((3aS-cis)- 1,2,3,3a,8,8a-Hexahydro-1,3a,8-trimethylpyrrolo-[2,3-b]-indol-5-yl 3,4-dihydro-2(1H)-isoquinolinecarboxylate). Yield: 161.0%. As a reaction SMILES: [C:1]([N:8]1[CH:12]=[CH:11]N=[CH:9]1)([N:3]1[CH:7]=[CH:6]N=[CH:4]1)=O.[C:13]([OH:16])(=[O:15])C.[CH2:17]1[C:26]2[C:21](=[CH:22][CH:23]=[CH:24][CH:25]=2)[CH2:20][CH2:19][NH:18]1>C(OCC)(=O)C>[CH2:17]1[C:26]2[C:21](=[CH:22][CH:23]=[CH:24][CH:25]=2)[CH2:20][CH2:19][N:18]1[C:13]([O:16][C:20]1[CH:21]=[C:22]2[C:12](=[CH:11][CH:19]=1)[N:8]([CH3:9])[C@H:1]1[N:3]([CH3:4])[CH2:7][CH2:6][C@@:23]21[CH3:24])=[O:15]. Procedure details: To the ethyl acetate solution (which contained (-)-eseroline) was added, under N2, 13.17 g (1.0 equiv) of 1,1'-carbonyldiimidazole, as a solid, in several portions. This was followed by the addition of 13.16 g (3.0 equiv) of glacial acetic acid and 10.81 g (1.07 equiv) of 1,2,3,4-tetrahydroisoquinoline in 20 mL of ethyl acetate. After stirring overnight, the reaction mixture was extracted with 200 mL of water. The ethyl acetate solution was further extracted twice with 100 mL of 0.5N sodium hydr...